Dataset: the Open Reaction Database (ORD), a public repository of structured organic reaction records. Task: describe an organic reaction: reactants, conditions, products, and yield Starting materials: ClC=1OC(=CN1)C=1N(C2=CC=C(C=C2C1)F)C(=O)OC(C)(C)C (tert-butyl 2-(2-chlorooxazol-5-yl)-5-fluoro-1H-indole-1-carboxylate), NC=1C=C(C=CC1)NS(=O)(=O)C (N-(3-aminophenyl)methanesulfonamide). The solvent is CC(C)O (2-propanol). Run at temperature 80 celsius. Product: FC=1C=C2C=C(N(C2=CC1)C(=O)OC(C)(C)C)C1=CN=C(O1)NC1=CC(=CC=C1)NS(=O)(=O)C (tert-butyl 5-fluoro-2-(2-((3-(methylsulfonamido)phenyl)amino)oxazol-5-yl)-1H-indole-1-carboxylate). The yield is 24.2%. Reaction SMILES: Cl[C:2]1[O:3][C:4]([C:7]2[N:8]([C:17]([O:19][C:20]([CH3:23])([CH3:22])[CH3:21])=[O:18])[C:9]3[C:14]([CH:15]=2)=[CH:13][C:12]([F:16])=[CH:11][CH:10]=3)=[CH:5][N:6]=1.[NH2:24][C:25]1[CH:26]=[C:27]([NH:31][S:32]([CH3:35])(=[O:34])=[O:33])[CH:28]=[CH:29][CH:30]=1>CC(O)C>[F:16][C:12]1[CH:13]=[C:14]2[C:9](=[CH:10][CH:11]=1)[N:8]([C:17]([O:19][C:20]([CH3:23])([CH3:22])[CH3:21])=[O:18])[C:7]([C:4]1[O:3][C:2]([NH:24][C:25]3[CH:30]=[CH:29][CH:28]=[C:27]([NH:31][S:32]([CH3:35])(=[O:34])=[O:33])[CH:26]=3)=[N:6][CH:5]=1)=[CH:15]2. Reported procedure: A mixture of tert-butyl 2-(2-chlorooxazol-5-yl)-5-fluoro-1H-indole-1-carboxylate 50 (0.314 g, 0.934 mmol) and commercially available N-(3-aminophenyl)methanesulfonamide 6 (0.174 g, 0.934 mmol) in 2-propanol (20 mL) was heated to 80° C. for 18 h with stirring. Upon cooling, solvent was evaporated and silica column purified (Biotage) (Acetone/hexane as an eluent) to provide tert-butyl 5-fluoro-2-(2-((3-(methylsulfonamido)phenyl)amino)oxazol-5-yl)-1H-indole-1-carboxylate 52 (0.11 g, 25% yield) as s... The reactants are ClC1=C(C=CC=C1)C1=NCC=2N(C3=C1C=C(S3)I)C(=NN2)C (4-(2-chlorophenyl)-2-iodo-9-methyl-6H-thieno [3,2-f][1,2,4]triazolo[4,3-a][1,4]diazepine), ClC=1C=CC2=C(N(C(CO2)=O)CC#C)C1 (6-chloro4-(2-propynyl)-2H-1,4-benzoxazin 3(4H)-one), C(C)O (ethanol). Solvent: C(Cl)Cl (methylene chloride). Reaction conditions: time 72 hour. The product is ClC=1C=CC2=C(N(C(CO2)=O)CC#CC2=CC=3C(=NCC=4N(C3S2)C(=NN4)C)C4=C(C=CC=C4)Cl)C1 (6-chloro-4-{3-[4-(2-chlorophenyl)-9-methyl-6H-thieno[3,2-f][1,2,4]triazolo[4,3 a][1,4]diazepin-2-yl]-2-propynyl}-2H-1,4-benzoxazin-3(4H)-one). Reaction SMILES: [Cl:1][C:2]1[CH:7]=[CH:6][CH:5]=[CH:4][C:3]=1[C:8]1[C:14]2[CH:15]=[C:16](I)[S:17][C:13]=2[N:12]2[C:19]([CH3:22])=[N:20][N:21]=[C:11]2[CH2:10][N:9]=1.[Cl:23][C:24]1[CH:25]=[CH:26][C:27]2[O:32][CH2:31][C:30](=[O:33])[N:29]([CH2:34][C:35]#[CH:36])[C:28]=2[CH:37]=1.C(O)C>C(Cl)Cl>[Cl:23][C:24]1[CH:25]=[CH:26][C:27]2[O:32][CH2:31][C:30](=[O:33])[N:29]([CH2:34][C:35]#[C:36][C:16]3[S:17][C:13]4[N:12]5[C:19]([CH3:22])=[N:20][N:21]=[C:11]5[CH2:10][N:9]=[C:8]([C:3]5[CH:4]=[CH:5][CH:6]=[CH:7][C:2]=5[Cl:1])[C:14]=4[CH:15]=3)[C:28]=2[CH:37]=1. Procedure: The titIe compound was prepared by coupling 4-(2-chlorophenyl)-2-iodo-9-methyl-6H-thieno [3,2-f][1,2,4]triazolo[4,3-a][1,4]diazepine with 6-chloro4-(2-propynyl)-2H-1,4-benzoxazin 3(4H)-one [ref. p. Rao et al. Indian J. Chem. 24 B, 1120 (1985)]as described in Example 37 but the reaction time was extended to 72 hours. The product was isolated by chromatography over the 100 -fold amount of silica gel (Merck 230-400 mesh) using 10% (v/v) of ethanol in methylene chloride. Crystallization of the resid... Reactants: C=C(C)C, ClCCl, CC(=O)c1cccc(O)c1, O=S(=O)(O)O. Yields the product CC(=O)c1cccc(OC(C)(C)C)c1. RXN SMILES: [CH3:11][C:12]([CH3:13])=[CH2:14].[Cl:20][CH2:21][Cl:22].[OH:1][c:2]1[cH:3][c:4]([C:8]([CH3:9])=[O:10])[cH:5][cH:6][cH:7]1.[S:15](=[O:16])(=[O:17])([OH:18])[OH:19]>>[O:1]([c:2]1[cH:3][c:4]([C:8]([CH3:9])=[O:10])[cH:5][cH:6][cH:7]1)[C:12]([CH3:11])([CH3:13])[CH3:14]. The reactants are CC1=C(C=C(C(N1)=O)C(=O)N)C1=CC=C(C=C1)N1CCC(CC1)C1=CC=CC=C1 (1,2-dihydro-6-methyl-2-oxo-5-[4-(4-phenyl-1-piperidinyl)phenyl]-3-pyridinecarboxamide), O=P12OP3(=O)OP(=O)(O1)OP(=O)(O2)O3 (P2O5), CN(C=O)C (dimethylformamide), N (NH3). The solvent is O (water). Yields the product CC1=C(C=C(C(N1)=O)C#N)C1=CC=C(C=C1)N1CCC(CC1)C1=CC=CC=C1 (1,2-Dihydro-6-methyl-2-oxo-5-[4-(4-phenyl-1-piperidinyl)phenyl]-3-pyridine carbonitrile). Isolated yield 12.2%. Reaction SMILES: [CH3:1][C:2]1[NH:7][C:6](=[O:8])[C:5]([C:9]([NH2:11])=O)=[CH:4][C:3]=1[C:12]1[CH:17]=[CH:16][C:15]([N:18]2[CH2:23][CH2:22][CH:21]([C:24]3[CH:29]=[CH:28][CH:27]=[CH:26][CH:25]=3)[CH2:20][CH2:19]2)=[CH:14][CH:13]=1.O=P12OP3(OP(OP(O3)(O1)=O)(=O)O2)=O.CN(C)C=O.N>O>[CH3:1][C:2]1[NH:7][C:6](=[O:8])[C:5]([C:9]#[N:11])=[CH:4][C:3]=1[C:12]1[CH:17]=[CH:16][C:15]([N:18]2[CH2:23][CH2:22][CH:21]([C:24]3[CH:29]=[CH:28][CH:27]=[CH:26][CH:25]=3)[CH2:20][CH2:19]2)=[CH:14][CH:13]=1. Procedure: A mixture of 0.9 g (0.00232 mole) of 1,2-dihydro-6-methyl-2-oxo-5-[4-(4-phenyl-1-piperidinyl)phenyl]-3-pyridinecarboxamide, 1.8 g of P2O5, and 10 ml of dimethylformamide was refluxed for one hour, cooled to room temperature, and poured into 100 ml of water. The solution was adjusted to pH 6.7 with NH3 and the solid collected. After recrystallizing twice from MeOH (using charcoal treatment), 105 mg of a light brown solid was obtained. Approximately 80 mg of this solid was stirred overnight in 5 m... Starting materials: C(C#C)NC(OCC1=CC=CC=C1)=O (benzyl prop-2-yn-1-ylcarbamate), O.O.C[N+](C)(C)[O-] (trimethylamine N-oxide dihydrate), C1=CCCCC1 (cyclohexene), CSC.B (borane dimethylsulfide). Run in C1CCOC1 (THF), CCOCC (ether). Conditions: time 1 hour. Product: C(C1=CC=CC=C1)OC(=O)NC/C=C/B(O)O ((E)-(3-(((benzyloxy)carbonyl)amino)prop-1-en-1-yl)boronic acid). As a reaction SMILES: C1CCCCC=1.CSC.[BH3:10].[CH2:11]([NH:14][C:15](=[O:24])[O:16][CH2:17][C:18]1[CH:23]=[CH:22][CH:21]=[CH:20][CH:19]=1)[C:12]#[CH:13].[OH2:25].[OH2:26].C[N+]([O-])(C)C>CCOCC.C1COCC1>[CH2:17]([O:16][C:15]([NH:14][CH2:11]/[CH:12]=[CH:13]/[B:10]([OH:26])[OH:25])=[O:24])[C:18]1[CH:19]=[CH:20][CH:21]=[CH:22][CH:23]=1 |f:1.2,4.5.6|. Procedure: A solution of cyclohexene (8.5 mL, 84 mmol) and borane dimethylsulfide (10.5 mL, 105 mmol) in dry ether (90 mL) at 0° C. was stirred for 3 h. The solvent was removed by syringe, and the precipitate was washed with ether. The precipitate was suspended in THF (50 mL) and a solution of benzyl prop-2-yn-1-ylcarbamate (7.912 g, 41.8 mmol) in THF (50 mL) was added at 0° C. The resulting mixture was stirred at rt for 1 hr. To the mixture was added trimethylamine N-oxide dihydrate (13.94 g, 125 mmol) an... Reactants: [Al+3], [AlH3], C1CCOC1, C1CCOC1, CCOc1ccc(Cc2nc3cc(N(C)C(=O)[O-])ccc3n2CC2CC2)cc1, [H-], [H-], [H-], [H-], [Li+], O=S(=O)(O)O. The product is CCOc1ccc(Cc2nc3cc(NC)ccc3n2CC2CC2)cc1. RXN SMILES: [Al+3:36].[AlH3:29].[CH2:41]1[O:42][CH2:43][CH2:44][CH2:45]1.[CH2:46]1[O:47][CH2:48][CH2:49][CH2:50]1.[CH3:1][N:2]([C:3](=[O:4])[O-:5])[c:6]1[cH:7][c:8]2[c:9]([n:10]([CH2:23][CH:24]3[CH2:25][CH2:26]3)[c:11]([CH2:13][c:14]3[cH:15][cH:16][c:17]([O:20][CH2:21][CH3:22])[cH:18][cH:19]3)[n:12]2)[cH:27][cH:28]1.[H-:35].[H-:38].[H-:39].[H-:40].[Li+:37].[S:30](=[O:31])(=[O:32])([OH:33])[OH:34]>>[CH3:1][NH:2][c:6]1[cH:7][c:8]2[c:9]([n:10]([CH2:23][CH:24]3[CH2:25][CH2:26]3)[c:11]([CH2:13][c:14]3[cH:15][cH:16][c:17]([O:20][CH2:21][CH3:22])[cH:18][cH:19]3)[n:12]2)[cH:27][cH:28]1. Starting materials: BrC1=CC=C(C=2C3=C(NC12)CCN(C3)C(=O)OCC)Br (ethyl 6,9-dibromo-3,4-dihydro-1H-pyrido[4,3-b]indole-2(5H)-carboxylate), [OH-].[K+] (potassium hydroxide). The solvent is C(C)O (ethanol), O (water), C(C)O (ethanol). Run at temperature 95 celsius. Yields the product BrC1=CC=C(C=2C3=C(NC12)CCNC3)Br (6,9-Dibromo-2,3,4,5-tetrahydro-1H-pyrido[4,3-b]indole). Yield: 95.7%. As a reaction SMILES: [Br:1][C:2]1[C:10]2[NH:9][C:8]3[CH2:11][CH2:12][N:13](C(OCC)=O)[CH2:14][C:7]=3[C:6]=2[C:5]([Br:20])=[CH:4][CH:3]=1.[OH-].[K+]>C(O)C.O>[Br:1][C:2]1[C:10]2[NH:9][C:8]3[CH2:11][CH2:12][NH:13][CH2:14][C:7]=3[C:6]=2[C:5]([Br:20])=[CH:4][CH:3]=1 |f:1.2|. Procedure details: A suspension of ethyl 6,9-dibromo-3,4-dihydro-1H-pyrido[4,3-b]indole-2(5H)-carboxylate (2.70 g, 6.72 mmol) in ethanol (25 mL) was treated with a solution of potassium hydroxide (15.07 g, 269 mmol) in water (15 mL) and ethanol (50 mL). The dark brown mixture was bubbled with nitrogen with sonication for 1 min. The mixture was then heated under nitrogen to 90-100° C. for 44 h, then at reflux for 23 h more. The solution was cooled to room temperature and concentrated under vacuum. The residual aque... Starting materials: O (H2O), [N+](=O)([O-])C=1C=C2CCC(NC2=CC1)=O (6-nitro-3,4-dihydroquinolin-2(1H)-one), C([O-])([O-])=O.[K+].[K+] (potassium carbonate), ClCC(C)=O (chloroacetone). Reaction conditions: time 8 hour. The solvent is CN(C)C=O (DMF). As a reaction SMILES: [N+:1]([C:4]1[CH:5]=[C:6]2[C:11](=[CH:12][CH:13]=1)[NH:10][C:9](=[O:14])[CH2:8][CH2:7]2)([O-:3])=[O:2].C(=O)([O-])[O-].[K+].[K+].Cl[CH2:22][C:23](=[O:25])[CH3:24].O>CN(C=O)C>[N+:1]([C:4]1[CH:5]=[C:6]2[C:11](=[CH:12][CH:13]=1)[N:10]([CH2:22][C:23](=[O:25])[CH3:24])[C:9](=[O:14])[CH2:8][CH2:7]2)([O-:3])=[O:2] |f:1.2.3|. Product: [N+](=O)([O-])C=1C=C2CCC(N(C2=CC1)CC(C)=O)=O (6-nitro-1-(2-oxopropyl)-3,4-dihydroquinolin-2(1H)-one). Procedure details: A suspension of 6-nitro-3,4-dihydroquinolin-2(1H)-one (950 mg, 4.94 mmol) and potassium carbonate (4.10 g, 29.64 mmol) in 12 mL DMF was treated with chloroacetone (787 μL, 9.89 mmol) and stirred at room temperature overnight. After this time, the mixture was cooled to 0° C. and treated with 50 mL H2O under rapid stirring. A precipitate formed and it was filtered then washed with 50 mL H2O. The solid was collected and dried under reduced pressure overnight (1.01 g, 82.1%). 1H-NMR (DMSO-d6) δ: 8.1... Reactants: CC(C)(C)OC(=O)NCCCNc1ccc2ncc(Br)n2n1, CO, CCCCC=CB(O)O, ClCCl, [NH4+], [OH-]. Yields the product CCCCC=Cc1cnc2ccc(NCCCNC(=O)OC(C)(C)C)nn12. Reaction SMILES: [Br:1][c:2]1[cH:3][n:4][c:5]2[n:6]1[n:7][c:8]([NH:11][CH2:12][CH2:13][CH2:14][NH:15][C:16]([O:17][C:18]([CH3:19])([CH3:20])[CH3:21])=[O:22])[cH:9][cH:10]2.[CH3:35][OH:36].[CH:23](=[CH:24][CH2:25][CH2:26][CH2:27][CH3:28])[B:29]([OH:30])[OH:31].[Cl:32][CH2:33][Cl:34].[NH4+:38].[OH-:37]>>[c:2]1([CH:23]=[CH:24][CH2:25][CH2:26][CH2:27][CH3:28])[cH:3][n:4][c:5]2[n:6]1[n:7][c:8]([NH:11][CH2:12][CH2:13][CH2:14][NH:15][C:16]([O:17][C:18]([CH3:19])([CH3:20])[CH3:21])=[O:22])[cH:9][cH:10]2. Reactants: C([O-])([O-])=O.[K+].[K+] (potassium carbonate), BrC=1C(=C(C(=C(C(=O)O)C1)O)[N+](=O)[O-])F (5-Bromo-4-fluoro-2-hydroxy-3-nitrobenzoic acid), S(=O)(=O)(OC)OC (dimethyl sulfate). The solvent is C(C)#N (acetonitrile). Reaction conditions: time 2.5 hour. The product is BrC=1C(=C(C(=C(C(=O)OC)C1)OC)[N+](=O)[O-])F (Methyl 5-bromo-4-fluoro-2-methoxy-3-nitrobenzoate). Isolated yield 92.0%. RXN SMILES: [Br:1][C:2]1[C:3]([F:15])=[C:4]([N+:12]([O-:14])=[O:13])[C:5](O)=[C:6]([CH:10]=1)[C:7]([OH:9])=[O:8].[C:16](=O)([O-])[O-].[K+].[K+].S([O:27][CH3:28])(OC)(=O)=O>C(#N)C>[Br:1][C:2]1[C:3]([F:15])=[C:4]([N+:12]([O-:14])=[O:13])[C:5]([O:27][CH3:28])=[C:6]([CH:10]=1)[C:7]([O:9][CH3:16])=[O:8] |f:1.2.3|. Procedure: 5-Bromo-4-fluoro-2-hydroxy-3-nitrobenzoic acid (I-228) (35.89 g, 0.128 mol) was dissolved in acetonitrile (600 ml), then at room temperature, potassium carbonate (53.1 g, 0.358 mol) was added, and dimethyl sulfate (30.3 ml, 0.32 mol was dropwise added. After staring at 60° C. for 2.5 hour and then cooling to room temperature, the insoluble matter was removed by filtration (with washing with acetonitrile (400 ml)). The filtrate was concentrated under reduced pressure (about 800 ml of acetonitrile...